This data is from the Open Reaction Database (ORD), a public repository of structured organic reaction records. The task is: describe an organic reaction: reactants, conditions, products, and yield Reactants: Cn1c(Nc2ccc(Br)cc2F)c(C(=O)O)ccc1=O, C=COCCON. The product is C=COCCONC(=O)c1ccc(=O)n(C)c1Nc1ccc(Br)cc1F. Reaction SMILES: [Br:1][c:2]1[cH:3][c:4]([F:20])[c:5]([NH:8][c:9]2[n:10]([CH3:19])[c:11](=[O:18])[cH:12][cH:13][c:14]2[C:15](=[O:16])[OH:17])[cH:6][cH:7]1.[CH:21](=[CH2:22])[O:23][CH2:24][CH2:25][O:26][NH2:27]>>[Br:1][c:2]1[cH:3][c:4]([F:20])[c:5]([NH:8][c:9]2[n:10]([CH3:19])[c:11](=[O:18])[cH:12][cH:13][c:14]2[C:15](=[O:17])[NH:27][O:26][CH2:25][CH2:24][O:23][CH:21]=[CH2:22])[cH:6][cH:7]1. RXN SMILES: [CH3:1][N:2]1[CH:6]=[C:5]([C:7]2[C:15]3[C:14]([N:16]4[CH2:21][CH2:20][O:19][CH2:18][CH2:17]4)=[N:13][CH:12]=[N:11][C:10]=3[N:9](CO)[CH:8]=2)[CH:4]=[N:3]1.C(=O)([O-])[O-].[K+].[K+]>CO>[CH3:1][N:2]1[CH:6]=[C:5]([C:7]2[C:15]3[C:14]([N:16]4[CH2:21][CH2:20][O:19][CH2:18][CH2:17]4)=[N:13][CH:12]=[N:11][C:10]=3[NH:9][CH:8]=2)[CH:4]=[N:3]1 |f:1.2.3|. Product: CN1N=CC(=C1)C1=CNC=2N=CN=C(C21)N2CCOCC2 (5-(1-methyl-1H-pyrazol-4-yl)-4-(morpholin-4-yl)-7H-pyrrolo[2,3-d]pyrimidine). The solvent is CO (methanol). Reactants: CN1N=CC(=C1)C1=CN(C=2N=CN=C(C21)N2CCOCC2)CO ([5-(1-methyl-1H-pyrazol-4-yl)-4-(morpholin-4-yl)-7H-pyrrolo[2,3-d]pyrimidin-7-yl]methanol), C([O-])([O-])=O.[K+].[K+] (potassium carbonate). Reported procedure: A solution of [5-(1-methyl-1H-pyrazol-4-yl)-4-(morpholin-4-yl)-7H-pyrrolo[2,3-d]pyrimidin-7-yl]methanol (C5) (material from the previous step, ≦0.48 mmol) in methanol (5 mL) was brought to a pH of >12 via addition of solid potassium carbonate. The reaction mixture was stirred for 30 minutes, filtered, and concentrated in vacuo. Purification via preparative HPLC (Column: Agella Venusil ASB C18, 5 μm; Mobile phase A: 0.225% formic acid in water; Mobile phase B: acetonitrile; Eluent: 13% B) provide... Reaction conditions: time 30 minute. The reactants are COC(OC)N(C)C, N#Cc1ccc(Nc2nc(N)cc(Cc3c(Cl)cccc3Cl)n2)cc1. Yields the product CN(C)C=Nc1cc(Cc2c(Cl)cccc2Cl)nc(Nc2ccc(C#N)cc2)n1. As a reaction SMILES: [CH3:1][O:2][CH:3]([N:4]([CH3:5])[CH3:6])[O:7][CH3:8].[NH2:9][c:10]1[n:11][c:12]([NH:25][c:26]2[cH:27][cH:28][c:29]([C:30]#[N:31])[cH:32][cH:33]2)[n:13][c:14]([CH2:16][c:17]2[c:18]([Cl:24])[cH:19][cH:20][cH:21][c:22]2[Cl:23])[cH:15]1>>[CH:3]([N:4]([CH3:5])[CH3:6])=[N:9][c:10]1[n:11][c:12]([NH:25][c:26]2[cH:27][cH:28][c:29]([C:30]#[N:31])[cH:32][cH:33]2)[n:13][c:14]([CH2:16][c:17]2[c:18]([Cl:24])[cH:19][cH:20][cH:21][c:22]2[Cl:23])[cH:15]1. The reactants are CN(C)C=O, O, O=C(CBr)c1ccc2ccccc2c1, c1c[nH]cn1. Yields the product O=C(Cn1ccnc1)c1ccc2ccccc2c1. Reaction SMILES: [CH3:6][N:7]([CH3:8])[CH:9]=[O:10].[OH2:25].[cH:11]1[c:12]([C:21](=[O:22])[CH2:23][Br:24])[cH:13][cH:14][c:15]2[cH:16][cH:17][cH:18][cH:19][c:20]12.[nH:1]1[cH:2][n:3][cH:4][cH:5]1>>[n:1]1([CH2:23][C:21]([c:12]2[cH:11][c:20]3[c:15]([cH:14][cH:13]2)[cH:16][cH:17][cH:18][cH:19]3)=[O:22])[cH:2][n:3][cH:4][cH:5]1. Reactants: CCOC(=O)c1cc2cc(Nc3ncc(F)c(Nc4cccc(O)c4)n3)ccc2[nH]1, [Li+], [OH-]. Product: O=C(O)c1cc2cc(Nc3ncc(F)c(Nc4cccc(O)c4)n3)ccc2[nH]1. RXN SMILES: [CH2:1]([CH3:2])[O:3][C:4](=[O:5])[c:6]1[nH:7][c:8]2[cH:9][cH:10][c:11]([NH:15][c:16]3[n:17][cH:18][c:19]([F:30])[c:20]([NH:22][c:23]4[cH:24][c:25]([OH:29])[cH:26][cH:27][cH:28]4)[n:21]3)[cH:12][c:13]2[cH:14]1.[Li+:32].[OH-:31]>>[O:3]=[C:4]([OH:5])[c:6]1[nH:7][c:8]2[cH:9][cH:10][c:11]([NH:15][c:16]3[n:17][cH:18][c:19]([F:30])[c:20]([NH:22][c:23]4[cH:24][c:25]([OH:29])[cH:26][cH:27][cH:28]4)[n:21]3)[cH:12][c:13]2[cH:14]1.